From a dataset of the Open Reaction Database (ORD), a public repository of structured organic reaction records. describe an organic reaction: reactants, conditions, products, and yield Reactants: Cc1ccccc1C, CO, C=C(C)CCCCC(=O)OC, O, O=S(=O)(O)O. Yields the product COC(=O)CCCCC(C)(C)c1ccc(C)c(C)c1. Reaction SMILES: [CH3:19][c:20]1[cH:21][cH:22][cH:23][cH:24][c:25]1[CH3:26].[CH3:6][OH:7].[CH3:8][C:9]([CH2:10][CH2:11][CH2:12][CH2:13][C:14](=[O:15])[O:16][CH3:17])=[CH2:18].[OH2:27].[S:1](=[O:2])(=[O:3])([OH:4])[OH:5]>>[CH3:8][C:9]([CH2:10][CH2:11][CH2:12][CH2:13][C:14](=[O:15])[O:16][CH3:17])([CH3:18])[c:22]1[cH:21][c:20]([CH3:19])[c:25]([CH3:26])[cH:24][cH:23]1.